Dataset: the Open Reaction Database (ORD), a public repository of structured organic reaction records. Task: describe an organic reaction: reactants, conditions, products, and yield The reactants are COCCNc1cc(C)c(OC)c(C)c1CSc1ncc[nH]1, CO, ClC(Cl)Cl, O=C(OO)c1cccc(Cl)c1, [Na+], [Na+], O=C([O-])[O-]. Product: COCCNc1cc(C)c(OC)c(C)c1CS(=O)c1ncc[nH]1. As a reaction SMILES: [CH3:1][c:2]1[cH:3][c:4]([NH:18][CH2:19][CH2:20][O:21][CH3:22])[c:5]([CH2:6][S:7][c:8]2[nH:9][cH:10][cH:11][n:12]2)[c:13]([CH3:17])[c:14]1[O:15][CH3:16].[CH3:44][OH:45].[CH:40]([Cl:41])([Cl:42])[Cl:43].[Cl:23][c:24]1[cH:25][cH:26][cH:27][c:28]([C:29]([O:30][OH:32])=[O:31])[cH:33]1.[Na+:34].[Na+:35].[O-:36][C:37](=[O:38])[O-:39]>>[CH3:1][c:2]1[cH:3][c:4]([NH:18][CH2:19][CH2:20][O:21][CH3:22])[c:5]([CH2:6][S:7]([c:8]2[n:9][cH:10][cH:11][nH:12]2)=[O:31])[c:13]([CH3:17])[c:14]1[O:15][CH3:16]. Reactants: C[Si](C)(C)CCOCCl, [H-], O=C(c1ccc([N+](=O)[O-])cc1)c1ccc[nH]1, [Na+], CN(C)C=O. Product: C[Si](C)(C)CCOCn1cccc1C(=O)c1ccc([N+](=O)[O-])cc1. As a reaction SMILES: [CH3:19][Si:20]([CH2:21][CH2:22][O:23][CH2:24][Cl:25])([CH3:26])[CH3:27].[H-:17].[N+:1](=[O:2])([O-:3])[c:4]1[cH:5][cH:6][c:7]([C:8](=[O:9])[c:10]2[nH:11][cH:12][cH:13][cH:14]2)[cH:15][cH:16]1.[Na+:18].[O:28]=[CH:29][N:30]([CH3:31])[CH3:32]>>[N+:1](=[O:2])([O-:3])[c:4]1[cH:5][cH:6][c:7]([C:8](=[O:9])[c:10]2[n:11]([CH2:24][O:23][CH2:22][CH2:21][Si:20]([CH3:19])([CH3:26])[CH3:27])[cH:12][cH:13][cH:14]2)[cH:15][cH:16]1. Reactants: F[B-](F)(F)F.FC(OC1=CC=C(C=C1)[N+]#N)(F)F (4-Trifluoromethoxybenzenediazonium tetrafluoroborate), ClC(C(=O)OCC)C(=O)C (ethyl 2-chloroacetoacetate). The solvent is N1=CC=CC=C1 (pyridine), O (water). Run at temperature -5 celsius, time 0.5 hour. Yields the product ClC(C(=O)OCC)=NNC1=CC=C(C=C1)OC(F)(F)F (ethyl 2-chloro{[4-(trifluoromethoxy)phenyl]hydrazono}ethanoate). The yield is 89.5%. RXN SMILES: F[B-](F)(F)F.[F:6][C:7]([F:18])([F:17])[O:8][C:9]1[CH:14]=[CH:13][C:12]([N+:15]#[N:16])=[CH:11][CH:10]=1.[Cl:19][CH:20](C(C)=O)[C:21]([O:23][CH2:24][CH3:25])=[O:22]>N1C=CC=CC=1.O>[Cl:19][C:20](=[N:16][NH:15][C:12]1[CH:11]=[CH:10][C:9]([O:8][C:7]([F:17])([F:18])[F:6])=[CH:14][CH:13]=1)[C:21]([O:23][CH2:24][CH3:25])=[O:22] |f:0.1|. Procedure details: 4-Trifluoromethoxybenzenediazonium tetrafluoroborate (63) (4.33 g, 15.7 mmol) was added to a solution of ethyl 2-chloroacetoacetate (64) (2.35 g, 14.3 mmol) in pyridine (6 mL) and water (6 mL) at −5° C. The mixture was stirred at −5° C. for 0.5 h and the precipitate was filtered and washed with ice cold water. Recrystallisation from EtOH/water gave ethyl 2-chloro{[4-(trifluoromethoxy)phenyl]hydrazono}ethanoate (65) (3.977 g, 82%) as pale orange needles: mp 128-130° C.; 1H NMR [(CD3)2SO] δ 10.68 ... Isolated yield 22.0%. As a reaction SMILES: [F:1][C:2]1[C:3]([N:17]=[CH:18]N(C)C)=[N:4][C:5]([O:8][N:9]=[CH:10][C:11]2[CH:16]=[CH:15][CH:14]=[CH:13][CH:12]=2)=[N:6][CH:7]=1.Cl.[O:23]1CCOCC1>>[F:1][C:2]1[C:3]([NH:17][CH:18]=[O:23])=[N:4][C:5]([O:8][N:9]=[CH:10][C:11]2[CH:16]=[CH:15][CH:14]=[CH:13][CH:12]=2)=[N:6][CH:7]=1. The product is FC=1C(=NC(=NC1)ON=CC1=CC=CC=C1)NC=O (N-{5-fluoro-2-[1-phenylmethylideneaminooxy]pyrimidin-4-yl}formamide). Procedure: To a suspension of N′-{5-fluoro-2-[1-phenylmethylideneaminooxy]pyrimidin-4-yl}-N,N-dimethylformamidine (0.035 g, 0.12 mmol) in dioxane (1.2 mL) was added dilute hydrochloric acid (HCl, 1 N, 0.006 g, 0.16 mmol) and the mixture was stirred at 23° C. for 16 h. The reaction mixture was purified by flash chromatography (4 g SiO2; 0→60% EtOAc/hexanes) to give N-{5-fluoro-2-[1-phenylmethylideneaminooxy]pyrimidin-4-yl}formamide (0.007 g, 22%) as a white solid: mp 210-232° C. dec; 1H NMR (400 MHz, DMSO-d... Reaction conditions: temperature 23 celsius, time 16 hour. Starting materials: FC=1C(=NC(=NC1)ON=CC1=CC=CC=C1)N=CN(C)C (N′-{5-fluoro-2-[1-phenylmethylideneaminooxy]pyrimidin-4-yl}-N,N-dimethylformamidine), O1CCOCC1 (dioxane), Cl (hydrochloric acid). The reactants are C=1C=C[N+](=C(C1)S)[O-].C(C(=C)C)(=O)[O-] (pyrithione methacrylate), C(C(=C)C)(=O)OC (methyl methacrylate), C1(=CC=CC=C1)C (toluene). Reagents/catalysts: CC(C)(C#N)N=NC(C)(C)C#N (AIBN). The solvent is C(Cl)Cl (methylene chloride). Reaction conditions: time 16 hour. Yields the product C=1C=C[N+](=C(C1)S)[O-].C(C(=C)C)(=O)[O-].C=CC1=CC=CC=C1 (Pyrithione Methacrylate Styrene). The yield is 79.6%. As a reaction SMILES: [CH:1]1[CH:2]=[CH:3][N+:4]([O-:8])=[C:5]([SH:7])[CH:6]=1.[C:9]([O-:14])(=[O:13])[C:10]([CH3:12])=[CH2:11].[C:15](OC)(=O)C(C)=C.[C:22]1([CH3:28])[CH:27]=[CH:26][CH:25]=[CH:24][CH:23]=1>C(Cl)Cl.CC(N=NC(C#N)(C)C)(C#N)C>[CH:1]1[CH:2]=[CH:3][N+:4]([O-:8])=[C:5]([SH:7])[CH:6]=1.[C:9]([O-:14])(=[O:13])[C:10]([CH3:12])=[CH2:11].[CH2:15]=[CH:28][C:22]1[CH:27]=[CH:26][CH:25]=[CH:24][CH:23]=1 |f:0.1,6.7.8|. Reported procedure: A 6-ml flask was charged with 0.489 g of pyrithione methacrylate (2.5 mmole), 2.6 ml of methyl methacrylate (22.5 mmole) and 0.083 of AIBN (0.5 mmole), and 3 ml of toluene. The flask was sealed and placed in an oven at 80° C. for 16 hours. After cooling to room temperature, the product was diluted with 10 ml of methylene chloride and filtered. The solution was concentrated via roto-evaporation and 2.32 g of the desired product was isolated as a yellow polymeric material for a 79.6% yield. The st... Reactants: N(=O)OCCC(C)C (isopentyl nitrite), NC1=NC(=C(C(=C1C#N)C1OCCCC1)C#N)C (2-Amino-6-methyl-4-(tetrahydro-2H-pyran-2-yl)pyridine-3,5-dicarbonitrile), Cl (hydrochloric acid). Reagents/catalysts: [Cu](Cl)Cl (copper(II) chloride). The solvent is C(C)#N (acetonitrile). Run at temperature 60 celsius, time 30 minute. The product is ClC1=NC(=C(C(=C1C#N)C1OCCCC1)C#N)C (2-Chloro-6-methyl-4-(tetrahydro-2H-pyran-2-yl)pyridine-3,5-dicarbonitrile). Reaction SMILES: N[C:2]1[C:7]([C:8]#[N:9])=[C:6]([CH:10]2[CH2:15][CH2:14][CH2:13][CH2:12][O:11]2)[C:5]([C:16]#[N:17])=[C:4]([CH3:18])[N:3]=1.N(OCCC(C)C)=O.[ClH:27]>C(#N)C.[Cu](Cl)Cl>[Cl:27][C:2]1[C:7]([C:8]#[N:9])=[C:6]([CH:10]2[CH2:15][CH2:14][CH2:13][CH2:12][O:11]2)[C:5]([C:16]#[N:17])=[C:4]([CH3:18])[N:3]=1. Procedure details: 610 mg (2.52 mmol) of the compound from Example 39A are initially charged in 44 ml of acetonitrile, and 590 mg (5.04 mmol) of isopentyl nitrite and 677 mg (5.04 mmol) of copper(II) chloride are added. The reaction mixture is stirred at 60° C. for 30 min. 40 ml of 1 N hydrochloric acid are then added to the mixture and the mixture is extracted three times with in each case 100 ml of ethyl acetate. The combined organic phases are dried over magnesium sulfate and the solvent is removed on a rotary ... The reactants are COc1ccc(C#N)cc1[N+](=O)[O-], CCO, [Cl-], O, O. Yields the product COc1ccc(C#N)cc1N. As a reaction SMILES: [C:1](#[N:2])[c:3]1[cH:4][cH:5][c:6]([O:12][CH3:13])[c:7]([N+:9]([O-:10])=[O:11])[cH:8]1.[CH3:17][CH2:18][OH:19].[Cl-:16].[OH2:14].[OH2:15]>>[C:1](#[N:2])[c:3]1[cH:4][cH:5][c:6]([O:12][CH3:13])[c:7]([NH2:9])[cH:8]1.